describe an organic reaction: reactants, conditions, products, and yield From a dataset of the Open Reaction Database (ORD), a public repository of structured organic reaction records. Starting materials: C(C)(=O)NC=1SC(=C(N1)CCC1=CC=C(C=C1)NC(OC(C)(C)C)=O)C(=O)NC (tert-Butyl 4-(2-{2-(acetylamino)-5-[(methylamino)carbonyl]-1,3-thiazol-4-yl}ethyl)phenylcarbamate), FC(C(=O)O)(F)F (trifluoroacetic acid). Product: C(C)(=O)NC=1SC(=C(N1)CCC1=CC=C(C=C1)N)C(=O)NC (2-(acetylamino)-4-[2-(4-aminophenyl)ethyl]-N-methyl-1,3-thiazole-5-carboxamide). Yield: 67.8%. RXN SMILES: [C:1]([NH:4][C:5]1[S:6][C:7]([C:26]([NH:28][CH3:29])=[O:27])=[C:8]([CH2:10][CH2:11][C:12]2[CH:17]=[CH:16][C:15]([NH:18]C(=O)OC(C)(C)C)=[CH:14][CH:13]=2)[N:9]=1)(=[O:3])[CH3:2].FC(F)(F)C(O)=O>>[C:1]([NH:4][C:5]1[S:6][C:7]([C:26]([NH:28][CH3:29])=[O:27])=[C:8]([CH2:10][CH2:11][C:12]2[CH:17]=[CH:16][C:15]([NH2:18])=[CH:14][CH:13]=2)[N:9]=1)(=[O:3])[CH3:2]. Procedure: tert-Butyl 4-(2-{2-(acetylamino)-5-[(methylamino)carbonyl]-1,3-thiazol-4-yl}ethyl)phenylcarbamate (95 mg) and trifluoroacetic acid (2 ml) were combined at 0° C. The reaction mixture was stirred at room temperature for an hour, and concentrated in vacuo. The residue was dissolved in chloroform. The organic solution was washed with 1N sodium hydroxide solution, water and saturated sodium chloride solution, dried over anhydrous magnesium sulfate, and concentrated in vacuo. The residue was purified ... RXN SMILES: [CH3:1][CH:2]([CH3:39])[C@H:3]([N:8]1[CH2:16][C:15]2[C:10](=[CH:11][C:12]([C:17]3[CH:22]=[CH:21][C:20]([NH:23][C:24](=[O:37])[C:25]4[CH:30]=[CH:29][C:28]([N:31]5[CH2:36][CH2:35]O[CH2:33][CH2:32]5)=[N:27][CH:26]=4)=[CH:19][CH:18]=3)=[CH:13][CH:14]=2)[C:9]1=[O:38])[C:4]([O:6][CH3:7])=[O:5].[CH3:40][N:41]1CCNCC1>>[CH3:1][CH:2]([CH3:39])[C@H:3]([N:8]1[CH2:16][C:15]2[C:10](=[CH:11][C:12]([C:17]3[CH:18]=[CH:19][C:20]([NH:23][C:24](=[O:37])[C:25]4[CH:30]=[CH:29][C:28]([N:31]5[CH2:36][CH2:35][N:41]([CH3:40])[CH2:33][CH2:32]5)=[N:27][CH:26]=4)=[CH:21][CH:22]=3)=[CH:13][CH:14]=2)[C:9]1=[O:38])[C:4]([O:6][CH3:7])=[O:5]. Procedure: The compound of example 218 was prepared analogous to compound of example 212 by reaction of compound of example 211 with N-methyl piperazine. Yields the product CC([C@@H](C(=O)OC)N1C(C2=CC(=CC=C2C1)C1=CC=C(C=C1)NC(C1=CN=C(C=C1)N1CCN(CC1)C)=O)=O)C ((S)-Methyl 3-methyl-2-(6-(4-(6-(4-methylpiperazin-1-yl)nicotinamido)phenyl)-1-oxoisoindolin-2-yl)butanoate). The yield is 97.0%. The reactants are CC([C@@H](C(=O)OC)N1C(C2=CC(=CC=C2C1)C1=CC=C(C=C1)NC(C1=CN=C(C=C1)N1CCOCC1)=O)=O)C ((S)-Methyl 3-methyl-2-(6-(4-(6-morpholinonicotinamido)phenyl)-1-oxoisoindolin-2-yl)butanoate), compound, CN1CCNCC1 (N-methyl piperazine). Starting materials: [H-].[Na+] (Sodium hydride), C1(=CC=CC=C1)C1=CNC=C1 (3-phenylpyrrole), C(C(C)C)[C@H]1C(OC(C1)=O)=O ((3R)-3-isobutyldihydrofuran-2,5-dione). The solvent is O1CCCC1 (tetrahydrofuran), O1CCCC1 (tetrahydrofuran). Run at time 15 minute. Product: CC(C[C@@H](C(=O)O)CC(N1C=C(C=C1)C1=CC=CC=C1)=O)C ((2R)-4-methyl-2-[oxo-2-(3-phenylpyrrol-1-yl)ethyl]pentanoic acid), CC(C[C@@H](CC(=O)O)C(=O)N1C=C(C=C1)C1=CC=CC=C1)C ((3S)-5-Methyl-3-(3-phenyl-pyrrole-1-carbonyl)-hexanoic acid). Isolated yield 5.3%. RXN SMILES: [H-].[Na+].[C:3]1([C:9]2[CH:13]=[CH:12][NH:11][CH:10]=2)[CH:8]=[CH:7][CH:6]=[CH:5][CH:4]=1.[CH2:14]([C@@H:18]1[CH2:22][C:21](=[O:23])[O:20][C:19]1=[O:24])[CH:15]([CH3:17])[CH3:16]>O1CCCC1>[CH3:16][CH:15]([CH3:17])[CH2:14][C@H:18]([CH2:22][C:21](=[O:23])[N:11]1[CH:12]=[CH:13][C:9]([C:3]2[CH:4]=[CH:5][CH:6]=[CH:7][CH:8]=2)=[CH:10]1)[C:19]([OH:24])=[O:20].[CH3:16][CH:15]([CH3:17])[CH2:14][C@H:18]([C:19]([N:11]1[CH:12]=[CH:13][C:9]([C:3]2[CH:4]=[CH:5][CH:6]=[CH:7][CH:8]=2)=[CH:10]1)=[O:24])[CH2:22][C:21]([OH:23])=[O:20] |f:0.1|. Procedure: Sodium hydride (12 mg of 60% dispersion in oil, 0.3 mmol) was added to a stirred solution of 3-phenylpyrrole (43 mg, 0.30 mmol) in tetrahydrofuran (1.0 ml) under nitrogen. The mixture was stirred for 15 minutes then added via cannula to a stirred solution of the (3R)-3-isobutyldihydrofuran-2,5-dione (0.2 mmol) in tetrahydrofuran (1.0 ml) at 0° C., then stirred for 5 hours. The majority of solvents were removed in vacuo then water (10 ml) added. The aqueous layer was extracted with ethyl acetate ... Product: C([C@@H]([C@H]([C@@H](C(=O)C(=O)O)O)O)O)O (2-keto-L-gulonic acid). As a reaction SMILES: [OH:1][CH2:2][C@@H:3]([C@H:5]([C@@H:7]([C@@H:9]([CH2:11][OH:12])[OH:10])[OH:8])[OH:6])[OH:4].NC(N)=[O:15].OP([O-])(O)=O.[K+].C([O-])([O-])=O.[Ca+2]>>[CH2:2]([OH:1])[C@H:3]([OH:4])[C@@H:5]([OH:6])[C@H:7]([OH:8])[C:9]([C:11]([OH:15])=[O:12])=[O:10] |f:2.3,4.5|. Procedure: Five ml of the resulting individual seed cultures as prepared above was inoculated into a 500 ml of Erlenmeyer flask containing 50 ml of production medium (PM): D-sorbitol 8%, corn steep liquor 1%, urea 1.5% (sterilized separately), KH2PO4 0.1%, MgSO4.7H2O 0.01%, CaCO3 0.6% and antifoam 0.1% (pH 7.0 before sterilization) and incubated at 30° C. for 4 days with shaking (180 rpm). Table 1 summarizes the results of the quantitative determination of 2-keto-L-gulonic acid of the cultured broths as as... The reactants are OC[C@H](O)[C@@H](O)[C@H](O)[C@H](O)CO (D-sorbitol), NC(=O)N (urea), OP(=O)(O)[O-].[K+] (KH2PO4), MgSO4.7H2O, C(=O)([O-])[O-].[Ca+2] (CaCO3). The reactants are C1(CCCCC1)C1=NC=C2N1C1=CC(=CC=C1NC2=O)C(=O)O (1-Cyclohexyl-4-oxo-4,5-dihydroimidazo[1,5-a]quinoxaline-8-carboxyic acid), NC1=NC=CC=C1 (2-aminopyridine), O.ON1N=NC2=C1C=CC=C2 (1-hydroxybenzotriazole monohydrate), Cl.CN(CCCN=C=NCC)C (1-(3-dimethylaminopropyl)-3-ethylcarbodiimide hydrochloride). Reagents/catalysts: CN(C1=CC=NC=C1)C (4-dimethylaminopyridine). The solvent is N1=CC=CC=C1 (pyridine). Run at time 23 hour. Yields the product C1(CCCCC1)C1=NC=C2N1C1=CC(=CC=C1NC2=O)C(=O)NC2=NC=CC=C2 (1-Cyclohexyl-4-oxo-N-(2-pyridyl)-4,5-dihydroimidazo[1,5-a]-quinoxaline-8-carboxamide). As a reaction SMILES: [CH:1]1([C:7]2[N:11]3[C:12]4[C:17]([NH:18][C:19](=[O:20])[C:10]3=[CH:9][N:8]=2)=[CH:16][CH:15]=[C:14]([C:21](O)=[O:22])[CH:13]=4)[CH2:6][CH2:5][CH2:4][CH2:3][CH2:2]1.[NH2:24][C:25]1[CH:30]=[CH:29][CH:28]=[CH:27][N:26]=1.O.ON1C2C=CC=CC=2N=N1.Cl.CN(C)CCCN=C=NCC>CN(C)C1C=CN=CC=1.N1C=CC=CC=1>[CH:1]1([C:7]2[N:11]3[C:12]4[C:17]([NH:18][C:19](=[O:20])[C:10]3=[CH:9][N:8]=2)=[CH:16][CH:15]=[C:14]([C:21]([NH:24][C:25]2[CH:30]=[CH:29][CH:28]=[CH:27][N:26]=2)=[O:22])[CH:13]=4)[CH2:2][CH2:3][CH2:4][CH2:5][CH2:6]1 |f:2.3,4.5|. Procedure details: 1-Cyclohexyl-4-oxo-4,5-dihydroimidazo[1,5-a]quinoxaline-8-carboxyic acid as synthesized in above Example 103, 405 mg, 2-aminopyridine 184 mg, 1-hydroxybenzotriazole monohydrate 299 mg, 4-dimethylaminopyridine 31 mg, pyridine 8.5 mL and 1-(3-dimethylaminopropyl)-3-ethylcarbodiimide hydrochloride 375 mg were mixed and stirred for 23 hours. After distilling the solvent off, ethyl acetate and saturated aqueous sodium hydrogencarbonate solution were added to the residue and stirred. The crystals were... Starting materials: COC(OC)C(C)(CNC(=O)c1cc2cccc(N(C)S(=O)(=O)c3cccs3)c2[nH]1)SCc1ccccc1, ClCCl, O=S(=O)(OS(=O)(=O)C(F)(F)F)C(F)(F)F, [Na+], O=C([O-])O, O=P(c1ccccc1)(c1ccccc1)c1ccccc1. The product is COC(OC)C1(C)CN=C(c2cc3cccc(N(C)S(=O)(=O)c4cccs4)c3[nH]2)S1. RXN SMILES: [CH2:36]([c:38]1[cH:39][cH:40][cH:41][cH:42][cH:48]1)[S:43][C:44]([CH2:45][NH:46][C:47](=[O:37])[c:49]1[nH:50][c:51]2[c:52]([N:58]([S:59](=[O:60])(=[O:61])[c:62]3[s:63][cH:64][cH:65][cH:66]3)[CH3:67])[cH:53][cH:54][cH:55][c:56]2[cH:57]1)([CH:68]([O:69][CH3:70])[O:71][CH3:72])[CH3:73].[Cl:79][CH2:80][Cl:81].[F:21][C:22]([S:23]([O:24][S:25]([C:26]([F:27])([F:28])[F:29])(=[O:30])=[O:31])(=[O:32])=[O:33])([F:34])[F:35].[Na+:74].[OH:75][C:76](=[O:77])[O-:78].[c:1]1([P:2](=[O:3])([c:4]2[cH:5][cH:6][cH:7][cH:8][cH:9]2)[c:10]2[cH:11][cH:12][cH:13][cH:14][cH:15]2)[cH:16][cH:17][cH:18][cH:19][cH:20]1>>[S:43]1[C:44]([CH:68]([O:69][CH3:70])[O:71][CH3:72])([CH3:73])[CH2:45][N:46]=[C:47]1[c:49]1[nH:50][c:51]2[c:52]([N:58]([S:59](=[O:60])(=[O:61])[c:62]3[s:63][cH:64][cH:65][cH:66]3)[CH3:67])[cH:53][cH:54][cH:55][c:56]2[cH:57]1. The product is CCn1cc(Cc2ccc(C(=O)OC)cc2OC)c2cc(N)ccc21. RXN SMILES: [CH3:1][O:2][c:3]1[cH:4][c:5]([C:6](=[O:7])[O:8][CH3:9])[cH:10][cH:11][c:12]1[CH2:13][c:14]1[cH:15][n:16]([CH2:26][CH3:27])[c:17]2[cH:18][cH:19][c:20]([N+:23]([O-:24])=[O:25])[cH:21][c:22]12.[O:28]1[CH2:29][CH2:30][CH2:31][CH2:32]1>>[CH3:1][O:2][c:3]1[cH:4][c:5]([C:6](=[O:7])[O:8][CH3:9])[cH:10][cH:11][c:12]1[CH2:13][c:14]1[cH:15][n:16]([CH2:26][CH3:27])[c:17]2[cH:18][cH:19][c:20]([NH2:23])[cH:21][c:22]12. Reactants: CCn1cc(Cc2ccc(C(=O)OC)cc2OC)c2cc([N+](=O)[O-])ccc21, C1CCOC1. Reactants: FC(C(=O)N1C(CC2=C(C(C1)C)C=CC(=C2)OC)C)(F)F (N-trifluoroacetyl-1,4-dimethyl-7-methoxy-2,3,4,5-tetrahydro-1H-3-benzazepine), BrC1C(=O)NC(C1)=O (bromosuccinimide). Solvent: CCOC(=O)C (EtOAc), C(C)#N (acetonitrile). Reaction conditions: time 8 hour. Product: FC(C(=O)N1C(CC2=C(C(C1)C)C=C(C(=C2)OC)Br)C)(F)F (N-Trifluoroacetyl-8-bromo-1,4-dimethyl-7-methoxy-2,3,4,5-tetrahydro 1H-3-benzazepine). RXN SMILES: [F:1][C:2]([F:21])([F:20])[C:3]([N:5]1[CH2:11][CH:10]([CH3:12])[C:9]2[CH:13]=[CH:14][C:15]([O:17][CH3:18])=[CH:16][C:8]=2[CH2:7][CH:6]1[CH3:19])=[O:4].[Br:22]C1CC(=O)NC1=O>C(#N)C.CCOC(C)=O>[F:21][C:2]([F:1])([F:20])[C:3]([N:5]1[CH2:11][CH:10]([CH3:12])[C:9]2[CH:13]=[C:14]([Br:22])[C:15]([O:17][CH3:18])=[CH:16][C:8]=2[CH2:7][CH:6]1[CH3:19])=[O:4]. Procedure details: A solution N-trifluoroacetyl-1,4-dimethyl-7-methoxy-2,3,4,5-tetrahydro-1H-3-benzazepine (0.452 g, 1.50 mmol) in acetonitrile (20 mL) was treated with N bromosuccinimide (0.294 g, 1.65 mmol) and stirred overnight at 20 C. The product mixture was diluted with EtOAc (100 mL), washed with sodium bisulfite (50 mL) and brine (50 mL), dried with Na2SO4 and concentrated. Flash chromatography (20% EtOAc in hexane, silica) resulted in a clear oil. 1H NMR (400 MHz, CDCl3, mixture of rotamers) d 7.32 (s, 1 ... Reactants: ClC1=C(C(=[N+](C=C1)[O-])C)C (4-chlor-2,3-dimethylpyridine-N-oxide), [OH-].[Na+] (caustic soda), C(CCCC)O (1-pentanol), C1(=CC=CC=C1)C (toluene). Run in O (water), O (water). Product: C(CCCC)OC1=C(C(=[N+](C=C1)[O-])C)C (4-pentyloxy-2,3-dimethylpyridine-N-oxide). The yield is 125.1%. RXN SMILES: Cl[C:2]1[CH:7]=[CH:6][N+:5]([O-:8])=[C:4]([CH3:9])[C:3]=1[CH3:10].[OH-].[Na+].[CH2:13]([OH:18])[CH2:14][CH2:15][CH2:16][CH3:17].C1(C)C=CC=CC=1>O>[CH2:13]([O:18][C:2]1[CH:7]=[CH:6][N+:5]([O-:8])=[C:4]([CH3:9])[C:3]=1[CH3:10])[CH2:14][CH2:15][CH2:16][CH3:17] |f:1.2|. Procedure details: 17.0 g (0.11 mol, 1.0 eq.) of 4-chlor-2,3-dimethylpyridine-N-oxide, 8.6 g (0.225 mol, 2.0 eq.) of caustic soda, and 19.0 g (0.22 mol, 2.0 eq.) of 1-pentanol were added to 68 mL of toluene, and the mixture as heated to reflux for 5 hours, and then cooled to room temperature. 15 mL of water was added to the reaction liquid, and the mixture was concentrated, to obtain a residue in the form of a black paste. Subsequently, the residue was dissolved in 500 mL of water, and then the aqueous solution wa...